This data is from the Open Reaction Database (ORD), a public repository of structured organic reaction records. The task is: describe an organic reaction: reactants, conditions, products, and yield The reactants are N1CCCCC1 (piperidine), BrCCCCl (1-bromo-3-chloropropane), [OH-].[Na+] (sodium hydroxide). The reagents and catalysts are S(=O)(=O)(O)[O-].C(CCC)[N+](CCCC)(CCCC)CCCC (tetra-n-butylammonium hydrogensulfate). Run in C1(=CC=CC=C1)C (toluene). Yields the product Cl.ClCCCN1CCCCC1 (1-(3-Chloropropyl)piperidine Hydrochloride). The yield is 91.4%. RXN SMILES: [NH:1]1[CH2:6][CH2:5][CH2:4][CH2:3][CH2:2]1.Br[CH2:8][CH2:9][CH2:10][Cl:11].[OH-].[Na+]>C1(C)C=CC=CC=1.S([O-])(O)(=O)=O.C([N+](CCCC)(CCCC)CCCC)CCC>[ClH:11].[Cl:11][CH2:10][CH2:9][CH2:8][N:1]1[CH2:6][CH2:5][CH2:4][CH2:3][CH2:2]1 |f:2.3,5.6,7.8|. Reported procedure: To a solution of piperidine (0.45 g, 5.3 mmol) and 1-bromo-3-chloropropane (5.2 g, 33 mmol) in toluene (17.5 mL) was added tetra-n-butylammonium hydrogensulfate (0.51 g, 1.5 mmol) and a 25% aqueous sodium hydroxide (10 mL), and the resulting mixture was stirred at 40° C. for 3 hours. The reaction solution was cooled to room temperature, and the toluene layer was separated and was then washed with a saturated aqueous sodium chloride and was dried over anhydrous sodium sulfate. After sodium sulfat... Starting materials: CC(C(=O)NC[C@@H]([C@H](C[C@@H](C(C)C)CC1=CC=C2C=NN(C2=C1)CCCOC)NC(OC(C)(C)C)=O)O)(CCCC)C (tert-Butyl (2S,3S,5S)-1-(2,2-dimethylhexanamido)-2-hydroxy-5-((1-(3-methoxypropyl)-1H-indazol-6-yl)methyl)-6-methylheptan-3-ylcarbamate). Solvent: Cl (HCl), CO (methanol). Reaction conditions: temperature 40 celsius, time 2 hour. The product is N[C@H]([C@H](CNC(C(CCCC)(C)C)=O)O)C[C@@H](C(C)C)CC1=CC=C2C=NN(C2=C1)CCCOC (N-((2S,3S,5S)-3-amino-2-hydroxy-5-((1-(3-methoxypropyl)-1H-indazol-6-yl)methyl)-6-methylheptyl)-2,2-dimethylhexanamide). Isolated yield 79.1%. Reaction SMILES: [CH3:1][C:2]([CH3:42])([CH2:38][CH2:39][CH2:40][CH3:41])[C:3]([NH:5][CH2:6][C@H:7]([OH:37])[C@@H:8]([NH:29]C(=O)OC(C)(C)C)[CH2:9][C@H:10]([CH2:14][C:15]1[CH:23]=[C:22]2[C:18]([CH:19]=[N:20][N:21]2[CH2:24][CH2:25][CH2:26][O:27][CH3:28])=[CH:17][CH:16]=1)[CH:11]([CH3:13])[CH3:12])=[O:4]>Cl.CO>[NH2:29][C@@H:8]([CH2:9][C@H:10]([CH2:14][C:15]1[CH:23]=[C:22]2[C:18]([CH:19]=[N:20][N:21]2[CH2:24][CH2:25][CH2:26][O:27][CH3:28])=[CH:17][CH:16]=1)[CH:11]([CH3:13])[CH3:12])[C@@H:7]([OH:37])[CH2:6][NH:5][C:3](=[O:4])[C:2]([CH3:42])([CH3:1])[CH2:38][CH2:39][CH2:40][CH3:41]. Procedure: tert-Butyl (2S,3S,5S)-1-(2,2-dimethylhexanamido)-2-hydroxy-5-((1-(3-methoxypropyl)-1H-indazol-6-yl)methyl)-6-methylheptan-3-ylcarbamate (335 mg, 75%) (83 mg, 0.15 mmol) was dissolved in a solution of 2N HCl in methanol (6 mL) and the reaction mixture was stirred at 40° C. for 2 h. The solvent was removed in vacuo to produce N-((2S,3S,5S)-3-amino-2-hydroxy-5-((1-(3-methoxypropyl)-1H-indazol-6-yl)methyl)-6-methylheptyl)-2,2-dimethylhexanamide (58 mg, 80%). 1H NMR (400 MHz, CDCl3): 0.86 (m, 3H), 0.... Starting materials: C1(=CC=CC2=CC=CC=C12)O (1-naphthol), COCCCl (2-methoxyethyl chloride), [OH-].[Na+] (sodium hydroxide), C(C)O (ethanol). The reagents and catalysts are [I-].[Na+] (sodium iodide). Solvent: C1(=CC=CC=C1)C (toluene), O (water). Run at temperature 80 celsius. The product is COCCOC1=CC=CC2=CC=CC=C12 (1-(2-methoxyethoxy)-naphthalene). Isolated yield 77.8%. As a reaction SMILES: [C:1]1([OH:11])[C:10]2[C:5](=[CH:6][CH:7]=[CH:8][CH:9]=2)[CH:4]=[CH:3][CH:2]=1.[CH3:12][O:13][CH2:14][CH2:15]Cl.[OH-].[Na+].C(O)C>[I-].[Na+].C1(C)C=CC=CC=1.O>[CH3:12][O:13][CH2:14][CH2:15][O:11][C:1]1[C:10]2[C:5](=[CH:6][CH:7]=[CH:8][CH:9]=2)[CH:4]=[CH:3][CH:2]=1 |f:2.3,5.6|. Procedure: Under a nitrogen atmosphere, a mixed solution of 1500 g of 1-naphthol, 1032 g of 2-methoxyethyl chloride, 460 g of sodium hydroxide, 78 g of sodium iodide, and 3000 g of ethanol was stirred for 37 hours with heating at 80° C. After cooling, 3000 g of water and 5000 g of toluene were added to the mixed solution, and then the organic layer was separated and washed by 1800 g of an aqueous sodium hydroxide (concentration of 5% by mass) for five times. Then, after washed by 1800 g of water for four t... Reactants: C1(=CC=CC=C1)S(=O)(=O)CC(C)=O (phenylsulfonylacetone), BrBr (bromine). The solvent is C(Cl)(Cl)(Cl)Cl (carbon tetrachloride), C(Cl)(Cl)(Cl)Cl (carbon tetrachloride). Reaction conditions: time 8 hour. The product is BrCC(CS(=O)(=O)C1=CC=CC=C1)=O (1-Bromo-3-phenylsulfonyl-propan-2-one). Yield: 100.9%. Reaction SMILES: [C:1]1([S:7]([CH2:10][C:11](=[O:13])[CH3:12])(=[O:9])=[O:8])[CH:6]=[CH:5][CH:4]=[CH:3][CH:2]=1.[Br:14]Br>C(Cl)(Cl)(Cl)Cl>[Br:14][CH2:12][C:11](=[O:13])[CH2:10][S:7]([C:1]1[CH:2]=[CH:3][CH:4]=[CH:5][CH:6]=1)(=[O:8])=[O:9]. Reported procedure: To a stirred suspension of 100.0 g (0.504 mole) phenylsulfonylacetone in 500 ml carbon tetrachloride, 80 g [25.7 ml (0.5 mole)] bromine dissolved in 75 g carbon tetrachloride were added dropwise. The reaction mixture was stirred at ambient temperature overnight. The reaction mixture was filtered, and the precipitate was washed with hexane to give 139.8 g of the above-identified product. Yields the product Fc1cc(OC2CCOCC2)c2c(Cl)ncnc2c1. Reaction SMILES: [CH:25]([N:26]([CH:27]([CH3:28])[CH3:29])[CH2:30][CH3:31])([CH3:32])[CH3:33].[Cl:34][CH2:35][CH2:36][Cl:37].[F:1][c:2]1[cH:3][c:4]([O:13][CH:14]2[CH2:15][CH2:16][O:17][CH2:18][CH2:19]2)[c:5]2[c:6](=[O:12])[nH:7][cH:8][n:9][c:10]2[cH:11]1.[P:20]([Cl:21])([Cl:22])([Cl:23])=[O:24]>>[F:1][c:2]1[cH:3][c:4]([O:13][CH:14]2[CH2:15][CH2:16][O:17][CH2:18][CH2:19]2)[c:5]2[c:6]([Cl:22])[n:7][cH:8][n:9][c:10]2[cH:11]1. Starting materials: CCN(C(C)C)C(C)C, ClCCCl, O=c1[nH]cnc2cc(F)cc(OC3CCOCC3)c12, O=P(Cl)(Cl)Cl. Starting materials: C(C)(C)(C)OC1=C(CNCCNC(OC(C)(C)C)=O)C=CC=C1 (tert-butyl 2-(2-tert-butoxybenzylamino)ethylcarbamate), BrCCCCCCBr (1,6-dibromohexane), C(=O)([O-])[O-].[K+].[K+] (K2CO3). Run in CC#N (CH3CN). Run at time 48 hour. Product: BrCCCCCCN(CCNC(OC(C)(C)C)=O)CC1=C(C=CC=C1)OC(C)(C)C (tert-butyl 2-((6-bromohexyl)(2-tert-butoxybenzyl)amino)ethylcarbamate). Yield: 64.0%. Reaction SMILES: [C:1]([O:5][C:6]1[CH:23]=[CH:22][CH:21]=[CH:20][C:7]=1[CH2:8][NH:9][CH2:10][CH2:11][NH:12][C:13](=[O:19])[O:14][C:15]([CH3:18])([CH3:17])[CH3:16])([CH3:4])([CH3:3])[CH3:2].[Br:24][CH2:25][CH2:26][CH2:27][CH2:28][CH2:29][CH2:30]Br.C([O-])([O-])=O.[K+].[K+]>CC#N>[Br:24][CH2:25][CH2:26][CH2:27][CH2:28][CH2:29][CH2:30][N:9]([CH2:8][C:7]1[CH:20]=[CH:21][CH:22]=[CH:23][C:6]=1[O:5][C:1]([CH3:2])([CH3:3])[CH3:4])[CH2:10][CH2:11][NH:12][C:13](=[O:19])[O:14][C:15]([CH3:16])([CH3:17])[CH3:18] |f:2.3.4|. Procedure details: Compound 14 (3.56 g, 14.6 mmol), 1,6-dibromohexane (35.3 g, 146 mmol) and K2CO3 (2 g, 14.6 mmol) were added to 50 mL CH3CN, and the solution was stirred for 48 h. The solvent was evaporated to dryness and the residue was dissolved in a minimum amount of CH2Cl2 followed by purification via silica gel chromatographed, eluting with a 2% methanolic NH3 (7 M NH3 in methanol/98% CH2Cl2 yield the desired product as a pale yellow oil (64%). 1H NMR (CDCl3) δ 7.354 (dd, 1H, Ar), 7.121 (ddd, 1H, Ar), 7.013... The reactants are CCCCCCC(Br)C(=O)O, CN(C)c1ccncc1, C(=NC1CCCCC1)=NC1CCCCC1, ClCCl, CCCCCCCCCCCC(O)CC(=O)Oc1ccccc1. Yields the product CCCCCCCCCCCC(CC(=O)Oc1ccccc1)OC(=O)C(Br)CCCCCC. Reaction SMILES: [Br:24][CH:25]([C:26](=[O:27])[OH:28])[CH2:29][CH2:30][CH2:31][CH2:32][CH2:33][CH3:34].[CH3:50][N:51]([CH3:52])[c:53]1[cH:54][cH:55][n:56][cH:57][cH:58]1.[CH:35]1([N:36]=[C:37]=[N:38][CH:39]2[CH2:40][CH2:41][CH2:42][CH2:43][CH2:44]2)[CH2:45][CH2:46][CH2:47][CH2:48][CH2:49]1.[Cl:59][CH2:60][Cl:61].[c:1]1([O:7][C:8]([CH2:9][CH:10]([CH2:11][CH2:12][CH2:13][CH2:14][CH2:15][CH2:16][CH2:17][CH2:18][CH2:19][CH2:20][CH3:21])[OH:22])=[O:23])[cH:2][cH:3][cH:4][cH:5][cH:6]1>>[c:1]1([O:7][C:8]([CH2:9][CH:10]([CH2:11][CH2:12][CH2:13][CH2:14][CH2:15][CH2:16][CH2:17][CH2:18][CH2:19][CH2:20][CH3:21])[O:22][C:26]([CH:25]([Br:24])[CH2:29][CH2:30][CH2:31][CH2:32][CH2:33][CH3:34])=[O:27])=[O:23])[cH:2][cH:3][cH:4][cH:5][cH:6]1.